From a dataset of the Open Reaction Database (ORD), a public repository of structured organic reaction records. describe an organic reaction: reactants, conditions, products, and yield The reactants are CC(=O)O[BH-](OC(C)=O)OC(C)=O, CCC1(O)CNC1, COc1ccc(-c2nnc(C(=O)N3CC(Oc4ccc(C=O)cc4)C3)o2)cc1, CCN(C(C)C)C(C)C, ClCCl, O=C(O)C(F)(F)F, [Na+]. Product: CCC1(O)CN(Cc2ccc(OC3CN(C(=O)c4nnc(-c5ccc(OC)cc5)o4)C3)cc2)C1. Reaction SMILES: [C:52]([O:53][BH-:54]([O:55][C:56](=[O:57])[CH3:58])[O:59][C:60](=[O:61])[CH3:62])(=[O:63])[CH3:64].[CH2:36]([CH3:37])[C:38]1([OH:42])[CH2:39][NH:40][CH2:41]1.[CH3:1][O:2][c:3]1[cH:4][cH:5][c:6](-[c:9]2[n:10][n:11][c:12]([C:14](=[O:15])[N:16]3[CH2:17][CH:18]([O:20][c:21]4[cH:22][cH:23][c:24]([CH:25]=[O:26])[cH:27][cH:28]4)[CH2:19]3)[o:13]2)[cH:7][cH:8]1.[CH:43]([N:44]([CH2:45][CH3:46])[CH:47]([CH3:48])[CH3:49])([CH3:50])[CH3:51].[Cl:66][CH2:67][Cl:68].[F:29][C:30]([F:31])([F:32])[C:33]([OH:34])=[O:35].[Na+:65]>>[CH3:1][O:2][c:3]1[cH:4][cH:5][c:6](-[c:9]2[n:10][n:11][c:12]([C:14](=[O:15])[N:16]3[CH2:17][CH:18]([O:20][c:21]4[cH:22][cH:23][c:24]([CH2:25][N:40]5[CH2:39][C:38]([CH2:36][CH3:37])([OH:42])[CH2:41]5)[cH:27][cH:28]4)[CH2:19]3)[o:13]2)[cH:7][cH:8]1. RXN SMILES: [F:1][C:2]1[CH:11]=[C:10]2[C:5]([CH:6]=[C:7]([OH:12])[CH:8]=[N:9]2)=[CH:4][C:3]=1[O:13][CH3:14].C(O[C:20](=O)[NH:21][CH:22]1[CH2:27][CH2:26][N:25]([CH2:28][CH2:29]O)[CH2:24][CH2:23]1)(C)(C)C.[O:32]=[C:33]1[NH:38][C:37]2[CH:39]=[C:40](C=O)[CH:41]=[CH:42][C:36]=2[S:35][CH2:34]1>>[F:1][C:2]1[CH:11]=[C:10]2[C:5]([CH:6]=[C:7]([O:12][CH2:29][CH2:28][N:25]3[CH2:24][CH2:23][CH:22]([NH:21][CH2:20][C:40]4[CH:41]=[CH:42][C:36]5[S:35][CH2:34][C:33](=[O:32])[NH:38][C:37]=5[CH:39]=4)[CH2:27][CH2:26]3)[CH:8]=[N:9]2)=[CH:4][C:3]=1[O:13][CH3:14]. Yields the product FC1=C(C=C2C=C(C=NC2=C1)OCCN1CCC(CC1)NCC=1C=CC2=C(NC(CS2)=O)C1)OC (6-({1-[2-(7-fluoro-6-methoxy-quinolin-3-yloxy)-ethyl]-piperidin-4-ylamino}-methyl)-4H-benzo[1,4]thiazin-3-one). The reactants are FC1=C(C=C2C=C(C=NC2=C1)O)OC (7-fluoro-6-methoxy-quinolin-3-ol), C(C)(C)(C)OC(NC1CCN(CC1)CCO)=O ([1-(2-hydroxy-ethyl)-piperidin-4-yl]-carbamic acid tert-butyl ester), O=C1CSC2=C(N1)C=C(C=C2)C=O (3-oxo-3,4-dihydro-2H-benzo[1,4]thiazine-6-carbaldehyde). Procedure: The title compound is prepared as an off-white lyophilizated powder following Scheme 1 and in analogy to Examples 2 and 9 using 7-fluoro-6-methoxy-quinolin-3-ol, [1-(2-hydroxy-ethyl)-piperidin-4-yl]-carbamic acid tert-butyl ester and 3-oxo-3,4-dihydro-2H-benzo[1,4]thiazine-6-carbaldehyde as starting materials. The reactants are C(C)(C)(C)OC(=O)N[C@H](C(=O)N[C@H](C(=O)O)CC1=CC(=C(C=C1)OCC(=O)OC)C(=O)OC)CC1=CC=CC=C1 ((2S)-2-({(2S)-2-[(tert-butoxycarbonyl)amino]-3-phenylpropanoyl}amino)-3-[3-(methoxycarbonyl)-4-(2-methoxy-2-oxoethoxy)phenyl]propanoic acid), C(C)(C)OCCCN (3-isopropoxypropylamine). Product: C(C)(C)(C)OC(=O)N[C@H](C(=O)N[C@@H](CC=1C=CC(=C(C(=O)O)C1)OCC(=O)O)C(=O)NCCCOC(C)C)CC1=CC=CC=C1 (5-{(2S)-2-({(2S)-2-[(tert-Butoxycarbonyl)amino]-3-phenylpropanoyl}amino)-3-[(3-isopropoxypropyl)amino]-3-oxopropyl}-2-(carboxymethoxy)benzoic Acid). As a reaction SMILES: [C:1]([O:5][C:6]([NH:8][C@@H:9]([CH2:34][C:35]1[CH:40]=[CH:39][CH:38]=[CH:37][CH:36]=1)[C:10]([NH:12][C@@H:13]([CH2:17][C:18]1[CH:23]=[CH:22][C:21]([O:24][CH2:25][C:26]([O:28]C)=[O:27])=[C:20]([C:30]([O:32]C)=[O:31])[CH:19]=1)[C:14]([OH:16])=O)=[O:11])=[O:7])([CH3:4])([CH3:3])[CH3:2].[CH:41]([O:44][CH2:45][CH2:46][CH2:47][NH2:48])([CH3:43])[CH3:42]>>[C:1]([O:5][C:6]([NH:8][C@@H:9]([CH2:34][C:35]1[CH:36]=[CH:37][CH:38]=[CH:39][CH:40]=1)[C:10]([NH:12][C@H:13]([C:14]([NH:48][CH2:47][CH2:46][CH2:45][O:44][CH:41]([CH3:43])[CH3:42])=[O:16])[CH2:17][C:18]1[CH:23]=[CH:22][C:21]([O:24][CH2:25][C:26]([OH:28])=[O:27])=[C:20]([CH:19]=1)[C:30]([OH:32])=[O:31])=[O:11])=[O:7])([CH3:4])([CH3:3])[CH3:2]. Procedure: Synthesis was performed from (2S)-2-({(2S)-2-[(tert-butoxycarbonyl)amino]-3-phenylpropanoyl}amino)-3-[3-(methoxycarbonyl)-4-(2-methoxy-2-oxoethoxy)phenyl]propanoic acid and 3-isopropoxypropylamine (34 mg) according to Method B to give the title compound (34 mg). 1H-NMR (400 MHz, CD3OD) d 7.76 (s, 1H), 7.40 (d, J=8.3 Hz, 1H), 7.28-7.17 (m, 5H), 7.03 (d, J=8.6 Hz, 1H), 4.80 (s, 2H), 4.50 (m, 1H), 4.24 (dd, J=5.1 Hz, J=9.3 Hz, 1H), 3.54 (t, J=6.1 Hz, 1H), 3.35 (m, 2H), 3.23 (m, 1H), 3.14 (m, 1H), 3... Procedure details: A mixture of 0.15 g of ethyl 4-[3-(3-chloro-6-methoxyquinolin-4-yl)-3-(R,S)-fluoropropyl]-1-[2-(2,5-difluorophenoxy)ethyl]piperidine-4-carboxylate in 3 cm3 of dioxane, 3 cm3 of methanol and 1 cm3 of aqueous 5N sodium hydroxide solution was maintained at a temperature in the region of 70° C. for 4 hours. After cooling to about 20° C., the reaction mixture was concentrated to dryness under reduced pressure (2 kPa) at a temperature in the region of 40° C. The residue was chromatographed under an at... Reaction conditions: temperature 70 celsius. Isolated yield 28.1%. The product is ClC=1C=NC2=CC=C(C=C2C1C(CCC1(CCN(CC1)CCOC1=C(C=CC(=C1)F)F)C(=O)O)F)OC (4-[3-(3-chloro-6-methoxyquinolin-4-yl)-3-(R,S)-fluoropropyl]-1-[2-(2,5-difluorophenoxy)ethyl]piperidine-4-carboxylic acid). Starting materials: ClC=1C=NC2=CC=C(C=C2C1C(CCC1(CCN(CC1)CCOC1=C(C=CC(=C1)F)F)C(=O)OCC)F)OC (ethyl 4-[3-(3-chloro-6-methoxyquinolin-4-yl)-3-(R,S)-fluoropropyl]-1-[2-(2,5-difluorophenoxy)ethyl]piperidine-4-carboxylate), [OH-].[Na+] (sodium hydroxide). RXN SMILES: [Cl:1][C:2]1[CH:3]=[N:4][C:5]2[C:10]([C:11]=1[CH:12]([F:37])[CH2:13][CH2:14][C:15]1([C:32]([O:34]CC)=[O:33])[CH2:20][CH2:19][N:18]([CH2:21][CH2:22][O:23][C:24]3[CH:29]=[C:28]([F:30])[CH:27]=[CH:26][C:25]=3[F:31])[CH2:17][CH2:16]1)=[CH:9][C:8]([O:38][CH3:39])=[CH:7][CH:6]=2.[OH-].[Na+]>O1CCOCC1.CO>[Cl:1][C:2]1[CH:3]=[N:4][C:5]2[C:10]([C:11]=1[CH:12]([F:37])[CH2:13][CH2:14][C:15]1([C:32]([OH:34])=[O:33])[CH2:16][CH2:17][N:18]([CH2:21][CH2:22][O:23][C:24]3[CH:29]=[C:28]([F:30])[CH:27]=[CH:26][C:25]=3[F:31])[CH2:19][CH2:20]1)=[CH:9][C:8]([O:38][CH3:39])=[CH:7][CH:6]=2 |f:1.2|. Solvent: O1CCOCC1 (dioxane), CO (methanol). The reactants are CS(=O)C (dimethylsulfoxide), [F-].C(CCCCCCCC)(=O)C1=CC=CC=C1 (4-nonanoyl-benzene fluoride), [C-]#N.[Na+] (sodium cyanide). Isolated yield 100.0%. Run in O (water). Product: C(CCCCCCCC)(=O)C1=CC=C(C#N)C=C1 (4-nonanoyl benzonitrile). Reported procedure: To 1350 ml of dimethylsulfoxide were added 292.2 g (1.238 mol) of the above 4-nonanoyl-benzene fluoride and 67.4 g (1.374 mol) of sodium cyanide, which were reacted at 110°-125° C. for 12 hours. After the cooling up to room temperature, the reaction solution was poured into 2.7 l of water and extracted with 2 l of chloroform. The extract was washed with a saturated saline solution and dried on anhydrous magnesium sulfate. The solvent was distilled off to obtain 317.9 g (yield: 100%) of brown oil... RXN SMILES: CS(C)=O.[F-].[C:6]([C:16]1[CH:21]=[CH:20][CH:19]=[CH:18][CH:17]=1)(=[O:15])[CH2:7][CH2:8][CH2:9][CH2:10][CH2:11][CH2:12][CH2:13][CH3:14].[C-:22]#[N:23].[Na+]>O>[C:6]([C:16]1[CH:17]=[CH:18][C:19]([C:22]#[N:23])=[CH:20][CH:21]=1)(=[O:15])[CH2:7][CH2:8][CH2:9][CH2:10][CH2:11][CH2:12][CH2:13][CH3:14] |f:1.2,3.4|.